From a dataset of the Open Reaction Database (ORD), a public repository of structured organic reaction records. describe an organic reaction: reactants, conditions, products, and yield Starting materials: ClCl (chlorine), FS(C1=CC=C(C=C1)O)(F)(F)(F)F (4-pentafluorosulfanylphenol), ClCl (chlorine). Run in C(C)(=O)O (acetic acid). Run at temperature 30 celsius, time 90 minute. The product is ClC1=C(C=CC(=C1)S(F)(F)(F)(F)F)O (2-Chloro-4-pentafluorosulfanylphenol). As a reaction SMILES: [F:1][S:2]([F:13])([F:12])([F:11])([F:10])[C:3]1[CH:8]=[CH:7][C:6]([OH:9])=[CH:5][CH:4]=1.[Cl:14]Cl>C(O)(=O)C>[Cl:14][C:7]1[CH:8]=[C:3]([S:2]([F:10])([F:11])([F:12])([F:13])[F:1])[CH:4]=[CH:5][C:6]=1[OH:9]. Reported procedure: 5.00 g of 4-pentafluorosulfanylphenol (prepared in example 11a) were dissolved in 100 ml of acetic acid and a chlorine gas stream was passed through at 0° C. for 10 minutes. This warmed the solution to 30° C. which was subsequently stirred at RT for a further 90 minutes. Argon was used to drive the chlorine out of the solution and the solvent was subsequently removed under reduced pressure. 5.50 g of a pale yellow oil were obtained.